This data is from the Open Reaction Database (ORD), a public repository of structured organic reaction records. The task is: describe an organic reaction: reactants, conditions, products, and yield Reaction SMILES: [C:5]([CH3:6])([CH3:7])([CH3:8])[O:9][C:10]([CH2:11][O:12][c:13]1[cH:14][c:15]([Br:19])[cH:16][cH:17][cH:18]1)=[O:20].[CH2:1]([C:2]#[CH:3])[OH:4].[CH2:23]1[CH2:24][NH:25][CH2:26][CH2:27]1.[Cl-:21].[NH4+:22].[cH:28]1[cH:29][cH:30][c:31]([P:32]([Pd:33]([P:34]([c:35]2[cH:36][cH:37][cH:38][cH:39][cH:40]2)([c:41]2[cH:42][cH:43][cH:44][cH:45][cH:46]2)[c:47]2[cH:48][cH:49][cH:50][cH:51][cH:52]2)([P:53]([c:54]2[cH:55][cH:56][cH:57][cH:58][cH:59]2)([c:60]2[cH:61][cH:62][cH:63][cH:64][cH:65]2)[c:66]2[cH:67][cH:68][cH:69][cH:70][cH:71]2)[P:72]([c:73]2[cH:74][cH:75][cH:76][cH:77][cH:78]2)([c:79]2[cH:80][cH:81][cH:82][cH:83][cH:84]2)[c:85]2[cH:86][cH:87][cH:88][cH:89][cH:90]2)([c:91]2[cH:92][cH:93][cH:94][cH:95][cH:96]2)[c:97]2[cH:98][cH:99][cH:100][cH:101][cH:102]2)[cH:103][cH:104]1>>[CH2:1]([C:2]#[C:3][c:15]1[cH:14][c:13]([O:12][CH2:11][C:10]([O:9][C:5]([CH3:6])([CH3:7])[CH3:8])=[O:20])[cH:18][cH:17][cH:16]1)[OH:4]. The product is CC(C)(C)OC(=O)COc1cccc(C#CCO)c1. Reactants: CC(C)(C)OC(=O)COc1cccc(Br)c1, C#CCO, C1CCNC1, [Cl-], [NH4+], c1ccc(P(c2ccccc2)(c2ccccc2)[Pd](P(c2ccccc2)(c2ccccc2)c2ccccc2)(P(c2ccccc2)(c2ccccc2)c2ccccc2)P(c2ccccc2)(c2ccccc2)c2ccccc2)cc1. Starting materials: CC(=O)O, Cl, CCCCCCC(F)CC(=O)OC, O. The product is CCCCCCC(F)CC(=O)O. As a reaction SMILES: [CH3:14][C:15](=[O:16])[OH:17].[ClH:18].[F:1][CH:2]([CH2:3][C:4](=[O:5])[O:6][CH3:7])[CH2:8][CH2:9][CH2:10][CH2:11][CH2:12][CH3:13].[OH2:19]>>[F:1][CH:2]([CH2:3][C:4](=[O:5])[OH:6])[CH2:8][CH2:9][CH2:10][CH2:11][CH2:12][CH3:13]. Reactants: N1=C(C(=CC2=CC=CC=C12)C(=O)O)C(=O)O (Quinoline-2,3-dicarboxylic acid), NC(=O)N (urea). The solvent is O (water). Product: C1(NC(C2=NC=3C=CC=CC3C=C21)=O)=O (1,3-Dihydro-2H-pyrrolo[3,4-b]quinoline-1,3-dione). Yield: 38.2%. As a reaction SMILES: [N:1]1[C:10]2[C:5](=[CH:6][CH:7]=[CH:8][CH:9]=2)[CH:4]=[C:3]([C:11](O)=[O:12])[C:2]=1[C:14]([OH:16])=O.[NH2:17]C(N)=O>O>[C:11]1(=[O:12])[C:3]2[C:2](=[N:1][C:10]3[CH:9]=[CH:8][CH:7]=[CH:6][C:5]=3[CH:4]=2)[C:14](=[O:16])[NH:17]1. Reported procedure: Quinoline-2,3-dicarboxylic acid (1.29 g) and urea (709 mg) were ground together and heated at 170° for 3 h. The cooled mass was treated with water (50 mL) and triturated. The resulting solid was filtered, washed with water, and air dried to give the title compound as a white solid (450 mg). M.p.>300°. The reactants are CC12CCC(=O)NC1=CCC1C2CCC2(C)C(C(=O)O)CCC12, CC(C)(N)c1cccs1. Product: CC(C)(NC(=O)C1CCC2C3CC=C4NC(=O)CCC4(C)C3CCC12C)c1cccs1. RXN SMILES: [O:1]=[C:2]1[NH:3][C:4]2=[CH:5][CH2:6][CH:7]3[CH:8]4[CH2:9][CH2:10][CH:11]([C:21](=[O:22])[OH:23])[C:12]4([CH3:13])[CH2:14][CH2:15][CH:16]3[C:17]2([CH3:20])[CH2:18][CH2:19]1.[s:24]1[c:25]([C:29]([CH3:30])([CH3:31])[NH2:32])[cH:26][cH:27][cH:28]1>>[O:1]=[C:2]1[NH:3][C:4]2=[CH:5][CH2:6][CH:7]3[CH:8]4[CH2:9][CH2:10][CH:11]([C:21](=[O:23])[NH:32][C:29]([c:25]5[s:24][cH:28][cH:27][cH:26]5)([CH3:30])[CH3:31])[C:12]4([CH3:13])[CH2:14][CH2:15][CH:16]3[C:17]2([CH3:20])[CH2:18][CH2:19]1. Starting materials: CSCc1cccc2c(C(CCOS(C)(=O)=O)c3ccc4ccccc4c3)c[nH]c12, N#C[K], CN(C)C=O. The product is CSCc1cccc2c(C(CCC#N)c3ccc4ccccc4c3)c[nH]c12. RXN SMILES: [CH3:4][S:5]([O:6][CH2:9][CH2:10][CH:11]([c:12]1[cH:13][c:14]2[cH:15][cH:16][cH:17][cH:18][c:19]2[cH:20][cH:21]1)[c:22]1[cH:23][nH:24][c:25]2[c:26]([CH2:31][S:32][CH3:33])[cH:27][cH:28][cH:29][c:30]12)(=[O:7])=[O:8].[K:1][C:2]#[N:3].[O:34]=[CH:35][N:36]([CH3:37])[CH3:38]>>[C:2](#[N:3])[CH2:9][CH2:10][CH:11]([c:12]1[cH:13][c:14]2[cH:15][cH:16][cH:17][cH:18][c:19]2[cH:20][cH:21]1)[c:22]1[cH:23][nH:24][c:25]2[c:26]([CH2:31][S:32][CH3:33])[cH:27][cH:28][cH:29][c:30]12.